Task: describe an organic reaction: reactants, conditions, products, and yield. Dataset: the Open Reaction Database (ORD), a public repository of structured organic reaction records Starting materials: [Al+3], CCOC(=O)c1[nH]c2c(CC)cccc2c1C, C1CCOC1, [H-], [H-], [H-], [H-], [Li+]. Product: CCc1cccc2c(C)c(CO)[nH]c12. RXN SMILES: [Al+3:19].[CH2:1]([CH3:2])[c:3]1[cH:4][cH:5][cH:6][c:7]2[c:8]([CH3:17])[c:9]([C:12](=[O:13])[O:14][CH2:15][CH3:16])[nH:10][c:11]12.[CH2:24]1[O:25][CH2:26][CH2:27][CH2:28]1.[H-:18].[H-:21].[H-:22].[H-:23].[Li+:20]>>[CH2:1]([CH3:2])[c:3]1[cH:4][cH:5][cH:6][c:7]2[c:8]([CH3:17])[c:9]([CH2:12][OH:13])[nH:10][c:11]12. Starting materials: CC(C)(C)c1ccc(S(=O)(=O)Cl)cc1, NC(=O)c1ccccc1N. The product is CC(C)(C)c1ccc(S(=O)(=O)Nc2ccccc2C(N)=O)cc1. As a reaction SMILES: [C:11]([CH3:12])([CH3:13])([CH3:14])[c:15]1[cH:16][cH:17][c:18]([S:21](=[O:22])(=[O:23])[Cl:24])[cH:19][cH:20]1.[NH2:1][c:2]1[c:3]([C:4](=[O:5])[NH2:6])[cH:7][cH:8][cH:9][cH:10]1>>[NH:1]([c:2]1[c:3]([C:4](=[O:5])[NH2:6])[cH:7][cH:8][cH:9][cH:10]1)[S:21]([c:18]1[cH:17][cH:16][c:15]([C:11]([CH3:12])([CH3:13])[CH3:14])[cH:20][cH:19]1)(=[O:22])=[O:23]. The reactants are S(=O)(=O)([O-])C1=CC=C(C)C=C1 (tosylate), FC1=CC2=C(C(=NO2)C2CCNCC2)C=C1 (6-fluoro-3-(4-piperidinyl)-1,2-benzisoxazole), C([O-])([O-])=O.[K+].[K+] (potassium carbonate). Run in C(C)#N (acetonitrile). Product: FC1=CC2=C(C(=NO2)C2CCN(CC2)CC[C@@H](C)O)C=C1 ((R)-6-Fluoro-3-[1-(3-hydroxybutyl)-4-piperidinyl]-1,2-benzisoxazole). Yield: 60.0%. RXN SMILES: S([C:5]1C=C[C:8](C)=[CH:7][CH:6]=1)([O-])(=O)=O.[F:12][C:13]1[CH:27]=[CH:26][C:16]2[C:17]([CH:20]3[CH2:25][CH2:24][NH:23][CH2:22][CH2:21]3)=[N:18][O:19][C:15]=2[CH:14]=1.C(=O)([O-])[O-:29].[K+].[K+]>C(#N)C>[F:12][C:13]1[CH:27]=[CH:26][C:16]2[C:17]([CH:20]3[CH2:21][CH2:22][N:23]([CH2:5][CH2:6][C@H:7]([OH:29])[CH3:8])[CH2:24][CH2:25]3)=[N:18][O:19][C:15]=2[CH:14]=1 |f:2.3.4|. Procedure details: (R)-Hydroxyburyl rosylate was prepared in a manner described by Ferreira et al., Tetrahedron, 46, pp. 6311-6318, (1990). To a solution of the tosylate (8.4 g, 34.2 mmol) in acetonitrile (120 ml) was added 6-fluoro-3-(4-piperidinyl)-1,2-benzisoxazole (7.5 g, 34.2 mmol) followed by milled potassium carbonate (7.1 g, 51.3 mmol) at room temperature under nitrogen. The reaction mixture was warmed to reflux for 2 hours and allowed to cool to room temperature. The solids were removed via filtration thr... Reactants: BrC=1C=CC(=NC1)C(=O)NC=1C=CC(=C(C1)[C@@]12N=C(SC[C@@H]1CCO2)NC(OC(C)(C)C)=O)F (tert-butyl (4aR,7aR)-7a-(5-(5-bromopicolinamido)-2-fluorophenyl)-4a,5,6,7a-tetrahydro-4H-furo[2,3-d][1,3]thiazin-2-ylcarbamate), C(=O)(C(F)(F)F)O (TFA), ClCCl (dichloromethane). RXN SMILES: Br[C:2]1[CH:3]=[CH:4][C:5]([C:8]([NH:10][C:11]2[CH:12]=[CH:13][C:14]([F:34])=[C:15]([C@:17]34[O:25][CH2:24][CH2:23][C@H:22]3[CH2:21][S:20][C:19]([NH:26]C(=O)OC(C)(C)C)=[N:18]4)[CH:16]=2)=[O:9])=[N:6][CH:7]=1.C(O)(C(F)(F)F)=O.[Cl:42]CCl>>[NH2:26][C:19]1[S:20][CH2:21][C@@H:22]2[CH2:23][CH2:24][O:25][C@:17]2([C:15]2[CH:16]=[C:11]([NH:10][C:8](=[O:9])[C:5]3[CH:4]=[CH:3][C:2]([Cl:42])=[CH:7][N:6]=3)[CH:12]=[CH:13][C:14]=2[F:34])[N:18]=1. Product: NC=1SC[C@H]2[C@@](N1)(OCC2)C=2C=C(C=CC2F)NC(C2=NC=C(C=C2)Cl)=O (N-(3-((4aR,7aR)-2-amino-4a,5,6,7a-tetrahydro-4H-furo[2,3-d][1,3]thiazin-7a-yl)-4-fluorophenyl)-5-chloropicolinamide). Reaction conditions: time 2 hour. Procedure: A solution of tert-butyl (4aR,7aR)-7a-(5-(5-bromopicolinamido)-2-fluorophenyl)-4a,5,6,7a-tetrahydro-4H-furo[2,3-d][1,3]thiazin-2-ylcarbamate (45 mg) in dichloromethane (0.44 mL) was added TFA (103 μL) and the reaction mixture was stirred at rt for 2 h. The reaction mixture was subjected directly to preparative TLC eluting with 90% CH2Cl2/9% MeOH/1% NH4OH to give N-(3-((4aR,7aR)-2-amino-4a,5,6,7a-tetrahydro-4H-furo[2,3-d][1,3]thiazin-7a-yl)-4-fluorophenyl)-5-chloropicolinamide as a white foam (29... Starting materials: C(C1=CC=CC=C1)OC=1C=C(C=CC1OC)C1CC(NC1)=O (4-(3-Benzyloxy-4-methoxyphenyl)-2-pyrrolidone), [H][H] (hydrogen). The reagents and catalysts are [Pd] (Pd/C). Solvent: CO (MeOH), C(Cl)Cl (CH2Cl2). The product is OC=1C=C(C=CC1OC)C1CC(NC1)=O (4-(3-Hydroxy-4-methoxyphenyl)-2-pyrrolidone). Isolated yield 99.8%. Reaction SMILES: C([O:8][C:9]1[CH:10]=[C:11]([CH:17]2[CH2:21][NH:20][C:19](=[O:22])[CH2:18]2)[CH:12]=[CH:13][C:14]=1[O:15][CH3:16])C1C=CC=CC=1.[H][H]>CO.C(Cl)Cl.[Pd]>[OH:8][C:9]1[CH:10]=[C:11]([CH:17]2[CH2:21][NH:20][C:19](=[O:22])[CH2:18]2)[CH:12]=[CH:13][C:14]=1[O:15][CH3:16]. Reported procedure: A mixture of 4-(3-Benzyloxy-4-methoxyphenyl)-2-pyrrolidone (3.5 g, 11.6 mmol) and 350 mg of 10% Pd/C in 50 mL of MeOH and 10 mL of CH2Cl2 was shaken on a Paar apparatus under a 20 psi atmosphere of hydrogen for 8 hours. The mixture was filtered through celite and concentrated to afford 2.4 g (99%) of 4-(3-Hydroxy-4-methoxyphenyl)-2-pyrrolidone that was used without further purification for the syntheses described in Examples 1-3. 1H NMR (300 MHz, CDCl3) δ 6.82 (s, 1H), 6.79 (d, J=7.6 Hz, 1H), 6.... Starting materials: CN1CCC(c2ccc(S(=O)(=O)c3ccc(O[Si](C)(C)C(C)(C)C)cc3)cc2)C1, C1CCOC1. Yields the product CN1CCC(c2ccc(S(=O)(=O)c3ccc(O)cc3)cc2)C1. Reaction SMILES: [C:1]([Si:2]([CH3:3])([CH3:4])[O:6][c:7]1[cH:8][cH:9][c:10]([S:13](=[O:14])(=[O:15])[c:16]2[cH:17][cH:18][c:19]([CH:22]3[CH2:23][N:24]([CH3:27])[CH2:25][CH2:26]3)[cH:20][cH:21]2)[cH:11][cH:12]1)([CH3:5])([CH3:28])[CH3:29].[CH2:30]1[O:31][CH2:32][CH2:33][CH2:34]1>>[OH:6][c:7]1[cH:8][cH:9][c:10]([S:13](=[O:14])(=[O:15])[c:16]2[cH:17][cH:18][c:19]([CH:22]3[CH2:23][N:24]([CH3:27])[CH2:25][CH2:26]3)[cH:20][cH:21]2)[cH:11][cH:12]1. The reactants are ClC1=CC(=C(C=C1)C#CC1=CC=C(C=C1)C)C1CCCCC1 (4-Chloro-2-cyclohexyl-1-p-tolylethynylbenzene), C(CC)C1=CC=C(C=C1)C#C (1-n-propyl-4-ethynylbenzene), C([O-])([O-])=O.[Cs+].[Cs+] (caesium carbonate), C1(CCCCC1)P(C1=C(C=CC=C1)C1=C(C=C(C=C1C(C)C)C(C)C)C(C)C)C1CCCCC1 (2-dicyclohexylphosphino-2′,4′,6′-triisopropylbiphenyl), O1CCOCC1 (dioxane). Reagents/catalysts: CC#N.CC#N.Cl[Pd]Cl (bis(acetonitrile)palladium(II) chloride). Run in O (water). Conditions: temperature 100 celsius. Yields the product C1(CCCCC1)C1=C(C=CC(=C1)C#CC1=CC=C(C=C1)CCCCCC)C#CC1=CC=C(C=C1)CCC (2-Cyclohexyl-4-(4-hexylphenylethynyl)-1-(4-propylphenylethynyl)benzene). RXN SMILES: Cl[C:2]1[CH:7]=[CH:6][C:5]([C:8]#[C:9][C:10]2[CH:15]=[CH:14][C:13]([CH3:16])=[CH:12][CH:11]=2)=[C:4]([CH:17]2[CH2:22][CH2:21][CH2:20][CH2:19][CH2:18]2)[CH:3]=1.C(C1C=CC(C#C)=CC=1)CC.C(=O)([O-])[O-].[Cs+].[Cs+].C1(P(C2CCCCC2)[C:47]2[CH:52]=[CH:51][CH:50]=[CH:49][C:48]=2[C:53]2[C:58](C(C)C)=[CH:57][C:56]([CH:62](C)[CH3:63])=[CH:55][C:54]=2C(C)C)CCCCC1.O1[CH2:79][CH2:78]OCC1>CC#N.CC#N.Cl[Pd]Cl.O>[CH:17]1([C:4]2[CH:3]=[C:2]([C:63]#[C:62][C:56]3[CH:57]=[CH:58][C:53]([CH2:48][CH2:47][CH2:52][CH2:51][CH2:50][CH3:49])=[CH:54][CH:55]=3)[CH:7]=[CH:6][C:5]=2[C:8]#[C:9][C:10]2[CH:11]=[CH:12][C:13]([CH2:16][CH2:78][CH3:79])=[CH:14][CH:15]=2)[CH2:22][CH2:21][CH2:20][CH2:19][CH2:18]1 |f:2.3.4,7.8.9|. Reported procedure: 4.5 g (11.87 mmol) of 10, 1.7 g (11.87 mmol) of 1-n-propyl-4-ethynylbenzene, 8.5 g (26.12 mmol) of caesium carbonate, 30 mg (0.1 mmol) of bis(acetonitrile)palladium(II) chloride and 170 mg (0.35 mmol) of 2-dicyclohexylphosphino-2′,4′,6′-triisopropylbiphenyl are dissolved in 35 ml of dioxane under nitrogen and heated at 100° C. overnight. 100 ml of water are added to the cooled solution, and the mixture is extracted twice with methyl t-butyl ether (100 ml). The combined organic phases are washed ...